From a dataset of the Open Reaction Database (ORD), a public repository of structured organic reaction records. describe an organic reaction: reactants, conditions, products, and yield The reactants are S1C(SC2=C1C=CC=C2)=NCC=CN(C)C (N'-(1,3-benzodithiol-2-ylidene)-N,N-dimethyl-1,3-propenediamine), Cl (hydrogen chloride). Solvent: C(C)OCC (diethyl ether). Product: Cl.S1C(SC2=C1C=CC=C2)=NCCCN(C)C (N'-(1,3-Benzodithiol-2-ylidene)-N,N-dimethyl-1,3-propanediamine, hydrochloride). As a reaction SMILES: [S:1]1[C:5]2[CH:6]=[CH:7][CH:8]=[CH:9][C:4]=2[S:3][C:2]1=[N:10][CH2:11][CH:12]=[CH:13][N:14]([CH3:16])[CH3:15].[ClH:17]>C(OCC)C>[ClH:17].[S:1]1[C:5]2[CH:6]=[CH:7][CH:8]=[CH:9][C:4]=2[S:3][C:2]1=[N:10][CH2:11][CH2:12][CH2:13][N:14]([CH3:15])[CH3:16] |f:3.4|. Reported procedure: A solution of N'-(1,3-benzodithiol-2-ylidene)-N,N-dimethyl-1,3-propenediamine (3.0g, prepared as described in Example 17) in 100 ml of anhydrous diethyl ether is treated dropwise with ethereal hydrogen chloride until precipitation is completed. The resultant solid is collected by filtration under a nitrogen atmosphere, wwashed several times with anhydrous diethyl ether and recrystallized twice from acetonitrile. The recrystallized product is washed with anhydrous diethyl ether and dried at atmos... Reactants: COC1=CC=C(CSC=2C(=NC=CC2)C(=O)OC)C=C1 (methyl 3-(p-methoxybenzylthio)picolinate), [OH-].[Na+] (sodium hydroxide). Run in C(C)O (ethanol). Product: COC1=CC=C(CSC=2C(=NC=CC2)C(=O)O)C=C1 (3-(p-methoxybenzylthio)picolinic acid). As a reaction SMILES: [CH3:1][O:2][C:3]1[CH:20]=[CH:19][C:6]([CH2:7][S:8][C:9]2[C:10]([C:15]([O:17]C)=[O:16])=[N:11][CH:12]=[CH:13][CH:14]=2)=[CH:5][CH:4]=1.[OH-].[Na+]>C(O)C>[CH3:1][O:2][C:3]1[CH:4]=[CH:5][C:6]([CH2:7][S:8][C:9]2[C:10]([C:15]([OH:17])=[O:16])=[N:11][CH:12]=[CH:13][CH:14]=2)=[CH:19][CH:20]=1 |f:1.2|. Procedure details: To a solution of 3 g. of methyl 3-(p-methoxybenzylthio)picolinate in 50 ml. of ethanol is added 10 ml. of 20% aqueous sodium hydroxide solution and the mixture is warmed on a steam bath for two hours. The alcohol is evaporated off and the residue is cooled and acidified with dilute hydrochloric acid. The precipitate is filtered off, washed with water, dried and recrystallized from methanol to give 3-(p-methoxybenzylthio)picolinic acid, m.p. 170°-172°C. The product is C(CC)C=1N(C2=C(C=NC=3C=CC=CC23)N1)CCCCN (4-(2-propyl-1H-imidazo[4,5-c]quinolin-1-yl)butan-1-amine). Reaction conditions: time 1.5 hour. Reactants: C(CC)C=1N(C2=C(C=NC=3C=CC=CC23)N1)CCCCNC(OC(C)(C)C)=O (Tert-butyl 4-(2-propyl-1H-imidazo[4,5-c]quinolin-1-yl)butylcarbamate), O (water), Cl (hydrochloric acid), C([O-])(O)=O.[Na+] (sodium bicarbonate). Procedure: Tert-butyl 4-(2-propyl-1H-imidazo[4,5-c]quinolin-1-yl)butylcarbamate (5.00 g, 13.1 mmol) was combined with hydrochloric acid (50 mL of 4.0 M in dioxane) and stirred for 1.5 hours. The reaction mixture was diluted with dichloromethane (˜200 mL). Saturated sodium bicarbonate solution was added until a pH of 8 was obtained. A precipitate formed in the aqueous phase. The layers were separated. The precipitate in the aqueous layer was isolated by filtration, slurried with water and then isolated by f... The solvent is ClCCl (dichloromethane). Reaction SMILES: [CH2:1]([C:4]1[N:5]([CH2:17][CH2:18][CH2:19][CH2:20][NH:21]C(=O)OC(C)(C)C)[C:6]2[C:15]3[CH:14]=[CH:13][CH:12]=[CH:11][C:10]=3[N:9]=[CH:8][C:7]=2[N:16]=1)[CH2:2][CH3:3].Cl.C(=O)(O)[O-].[Na+].O>ClCCl>[CH2:1]([C:4]1[N:5]([CH2:17][CH2:18][CH2:19][CH2:20][NH2:21])[C:6]2[C:15]3[CH:14]=[CH:13][CH:12]=[CH:11][C:10]=3[N:9]=[CH:8][C:7]=2[N:16]=1)[CH2:2][CH3:3] |f:2.3|. Isolated yield 97.3%. Starting materials: C(C(=C)C)(=O)OC1(C2CC3CC(CC1C3)C2)C (2-Methyl-2-adamantyl methacrylate), C12C=CC(CC1)C2 (2-norbornene), C1(\C=C/C(=O)O1)=O (maleic anhydride), N(=NC(C#N)(C)C)C(C#N)(C)C (azobisisobutyronitrile). Solvent: CO (methanol), O1CCCC1 (tetrahydrofuran). Conditions: temperature 65 celsius, time 15 hour. The product is C(C(=C)C)(=O)OC1(C2CC3CC(CC1C3)C2)C.C12C=CC(CC1)C2.C1(\C=C/C(=O)O1)=O (2-methyl-2-adamantyl Methacrylate 2-norbornene Maleic anhydride). The yield is 64.1%. RXN SMILES: [C:1]([O:6][C:7]1([CH3:17])[CH:14]2[CH2:15][CH:10]3[CH2:11][CH:12]([CH2:16][CH:8]1[CH2:9]3)[CH2:13]2)(=[O:5])[C:2]([CH3:4])=[CH2:3].[CH:18]12[CH2:24][CH:21]([CH2:22][CH2:23]1)[CH:20]=[CH:19]2.[C:25]1(=[O:31])[O:30][C:28](=[O:29])[CH:27]=[CH:26]1.N(C(C)(C)C#N)=NC(C)(C)C#N>CO.O1CCCC1>[C:1]([O:6][C:7]1([CH3:17])[CH:8]2[CH2:16][CH:12]3[CH2:11][CH:10]([CH2:15][CH:14]1[CH2:13]3)[CH2:9]2)(=[O:5])[C:2]([CH3:4])=[CH2:3].[CH:18]12[CH2:24][CH:21]([CH2:22][CH2:23]1)[CH:20]=[CH:19]2.[C:28]1(=[O:29])[O:30][C:25](=[O:31])[CH:26]=[CH:27]1 |f:6.7.8|. Procedure: 2-Methyl-2-adamantyl methacrylate, 2-norbornene and maleic anhydride were charged at a molar ratio of 4:3:3 (58.2 g:18.8 g:19.6 g). Thereto, tetrahydrofuran, the amount thereof being two times by weight based on the whole monomers, was added to form a monomer solution, followed by raising the temperature to 65° C. under nitrogen atmosphere. Then, was added azobisisobutyronitrile as an initiator in an amount of 3 mol % based on the whole monomer, and the resulting mixture was kept at 65° C. for 1... As a reaction SMILES: [NH2:1][C@@H:2]1[C:11]([CH3:13])([CH3:12])[C:10]2[CH:9]=[C:8]([OH:14])[CH:7]=[CH:6][C:5]=2[CH2:4][C@H:3]1[S:15][C:16]1[CH:21]=[CH:20][C:19](O)=[CH:18][CH:17]=1.N[C@@H:24]1[C:33](C)(C)C2C=C(O)C=CC=2[CH2:26][C@H:25]1SC1C=CC(N)=CC=1.N[C@@H]1C(C)(C)C2C=C(O)C=CC=2C[C@H]1SC1C=CC=C(O)C=1.C(OC(=O)CCS[C@H]1[C@H](N)C(C)(C)C2C(=CC=C(O)C=2)C1)C.N[C@@H]1C(C)(C)C2C=C(O)C=CC=2C[C@H]1SCCC1C=CC=CC=1.N[C@@H]1C(C)(C)C2C(=CC=C(O)C=2)C[C@H]1SC(C)C(N)=O.N[C@@H]1C(C)(C)C2C(=CC=C(O)C=2)C[C@H]1SCCC(O)=O.N[C@@H]1C(C)(C)C2C(=CC=C(O)C=2)C[C@H]1SCCC(NC(CC1C=CC(O)=CC=1)C(N)=O)=O>>[NH2:1][C@@H:2]1[C:11]([CH3:12])([CH3:13])[C:10]2[CH:9]=[C:8]([OH:14])[CH:7]=[CH:6][C:5]=2[CH2:4][C@H:3]1[S:15][C:16]1[CH:21]=[CH:20][C:19]2[C:18](=[CH:33][CH:24]=[CH:25][CH:26]=2)[CH:17]=1. Reactants: N[C@H]1[C@@H](CC=2C=CC(=CC2C1(C)C)O)SC1=CC=C(C=C1)O (Trans7-Amino-6-(4-hydroxy-phenylsulfanyl)-8,8-dimethyl-5,6,7,8-tetrahydro-naphthalen-2-ol), N[C@H]1[C@@H](CC=2C=CC(=CC2C1(C)C)O)SCCC1=CC=CC=C1 (Trans-7-amino-8,8-dimethyl-6-phenethylsulfanyl-5,6,7,8-tetrahydronaphthalen-2-ol), 3-trans-(2-carboxy-ethylsulfanyl)-1,1-diethyl-7-hydroxy-1,2,3,4-tetrahydro-naphthalen-2-yl, N[C@H]1[C@@H](CC=2C=CC(=CC2C1(C)C)O)SC1=CC(=CC=C1)O (Trans-7-amino-6-(3-hydroxy-phenylsulfanyl)-8,8-dimethyl-5,6,7,8-tetrahydro-naphthalen-2-ol), N[C@H]1[C@@H](CC2=CC=C(C=C2C1(C)C)O)SCCC(=O)NC(C(=O)N)CC1=CC=C(C=C1)O (Trans-2-[3-(3-Amino-6-hydroxy-4,4-dimethyl-1,2,3,4-tetrahydro-naphthalen-2-ylsulfanyl)-propionylamino]-3-(4-hydroxy-phenyl)-propionamide), N[C@H]1[C@@H](CC2=CC=C(C=C2C1(C)C)O)SCCC(=O)O (Trans-3-(3-amino-6-hydroxy-4,4-dimethyl-1,2,3,4-tetrahydro-naphthalen-2-ylsulfanyl)-propionic acid), C(C)OC(CCS[C@@H]1CC2=CC=C(C=C2C([C@H]1N)(C)C)O)=O (Trans-3-(3-Amino-6-hydroxy-4,4-dimethyl-1,2,3,4-tetrahydro-naphthalen-2-ylsulfanyl)-propionic acid ethyl ester), N[C@H]1[C@@H](CC2=CC=C(C=C2C1(C)C)O)SCCC(=O)O (Trans-3-(3-amino-6-hydroxy-4,4-dimethyl-1,2,3,4-tetrahydro-naphthalen-2-ylsulfanyl)-propionic acid), N[C@H]1[C@@H](CC=2C=CC(=CC2C1(C)C)O)SCCC1=CC=CC=C1 (Trans-7-amino-8,8-dimethyl-6-phenethylsulfanyl-5,6,7,8-tetrahydronaphthalen-2-ol), C(C)OC(CCS[C@@H]1CC2=CC=C(C=C2C([C@H]1N)(C)C)O)=O (Trans-3-(3-Amino-6-hydroxy-4,4-dimethyl-1,2,3,4-tetrahydro-naphthalen-2-ylsulfanyl)-propionic acid ethyl ester), N[C@H]1[C@@H](CC=2C=CC(=CC2C1(C)C)O)SC1=CC=C(C=C1)O (Trans7-Amino-6-(4-hydroxy-phenylsulfanyl)-8,8-dimethyl-5,6,7,8-tetrahydro-naphthalen-2-ol), 3-trans-(2-ethoxycarbonyl-ethylsulfanyl)-1,1-diethyl-7-hydroxy-1,2,3,4-tetrahydro-naphthalen-2-yl, Compound #44, Compound #45, N[C@H]1[C@@H](CC=2C=CC(=CC2C1(C)C)O)SC1=CC=C(C=C1)N (Trans-7-amino-6-(4amino-phenylsulfanyl)-8,8-dimethyl-5,6,7,8-tetrahydro-naphthalen-2-ol), N[C@H]1[C@@H](CC2=CC=C(C=C2C1(C)C)O)SC(C(=O)N)C (Trans-2-(3-amino-6-hydroxy-4,4-dimethyl 1,2,3,4-tetrahydronaphthalen-2-ylsulfanyl)-propionamide), N[C@H]1[C@@H](CC2=CC=C(C=C2C1(C)C)O)SC(C(=O)N)C (Trans-2-(3-amino-6-hydroxy-4,4-dimethyl 1,2,3,4-tetrahydronaphthalen-2-ylsulfanyl)-propionamide), N[C@H]1[C@@H](CC2=CC=C(C=C2C1(C)C)O)SCCC(=O)NC(C(=O)N)CC1=CC=C(C=C1)O (Trans-2-[3-(3-Amino-6-hydroxy-4,4-dimethyl-1,2,3,4-tetrahydro-naphthalen-2-ylsulfanyl)-propionylamino]-3-(4-hydroxy-phenyl)-propionamide), N[C@H]1[C@@H](CC=2C=CC(=CC2C1(C)C)O)SC1=CC=C(C=C1)N (Trans-7-amino-6-(4amino-phenylsulfanyl)-8,8-dimethyl-5,6,7,8-tetrahydro-naphthalen-2-ol), N[C@H]1[C@@H](CC=2C=CC(=CC2C1(C)C)O)SC1=CC(=CC=C1)O (Trans-7-amino-6-(3-hydroxy-phenylsulfanyl)-8,8-dimethyl-5,6,7,8-tetrahydro-naphthalen-2-ol). Product: N[C@H]1[C@@H](CC=2C=CC(=CC2C1(C)C)O)SC1=CC2=CC=CC=C2C=C1 (Trans-7-amino-8,8-dimethyl-6-(naphthalen-2-ylsulfanyl)-5,6,7,8-tetrahydro-naphthalen-2-ol). Reported procedure: Trans7-Amino-6-(4-hydroxy-phenylsulfanyl)-8,8-dimethyl-5,6,7,8-tetrahydro-naphthalen-2-ol (Compound #36);Trans-7-amino-6-(4amino-phenylsulfanyl)-8,8-dimethyl-5,6,7,8-tetrahydro-naphthalen-2-ol (Compound #37);Trans-7-amino-6-(3-hydroxy-phenylsulfanyl)-8,8-dimethyl-5,6,7,8-tetrahydro-naphthalen-2-ol (Compound #38);Trans-3-(3-Amino-6-hydroxy-4,4-dimethyl-1,2,3,4-tetrahydro-naphthalen-2-ylsulfanyl)-propionic acid ethyl ester (Compound #39);Trans-7-amino-8,8-dimethyl-6-phenethylsulfanyl-5,6,7,8-tetra... Starting materials: S(=O)(=O)(Cl)Cl (sulphuryl chloride), ClC(C(=O)NC1=CC=NN1C1=C(C(=C(C(=C1F)F)C(F)(F)F)F)F)Cl (5-dichloroacetamido-1-(2,3,5,6-tetrafluoro-4-trifluoromethyl-phenyl)-pyrazole). Run in C(Cl)Cl (methylene chloride), C(Cl)Cl (methylene chloride), C(Cl)Cl (methylene chloride). Conditions: time 16 hour. The product is ClC=1C=NN(C1NC(C(Cl)Cl)=O)C1=C(C(=C(C(=C1F)F)C(F)(F)F)F)F (4-chloro-5-dichloroacetamido-1-(2,3,5,6-tetrafluoro-4-trifluoromethyl-phenyl)-pyrazole). The yield is 87.7%. As a reaction SMILES: S(Cl)([Cl:4])(=O)=O.[Cl:6][CH:7]([Cl:30])[C:8]([NH:10][C:11]1[N:15]([C:16]2[C:21]([F:22])=[C:20]([F:23])[C:19]([C:24]([F:27])([F:26])[F:25])=[C:18]([F:28])[C:17]=2[F:29])[N:14]=[CH:13][CH:12]=1)=[O:9]>C(Cl)Cl>[Cl:4][C:12]1[CH:13]=[N:14][N:15]([C:16]2[C:17]([F:29])=[C:18]([F:28])[C:19]([C:24]([F:27])([F:26])[F:25])=[C:20]([F:23])[C:21]=2[F:22])[C:11]=1[NH:10][C:8](=[O:9])[CH:7]([Cl:6])[Cl:30]. Procedure details: 0.9 ml (0.011 mol) of sulphuryl chloride in 5 ml of methylene chloride are added dropwise to a solution of 4.1 g (0.01 mol) of 5-dichloroacetamido-1-(2,3,5,6-tetrafluoro-4-trifluoromethyl-phenyl)-pyrazole in 20 ml of methylene chloride at 0° C.-5° C. The mixture is stirred at room temperature for 16 hours and diluted with 30 ml of methylene chloride, the solution is washed with saturated sodium bicarbonate solution and sodium chloride solution in succession and dried over magnesium sulphate and ... Starting materials: OC1=CC=C(C=C1)C1N(CCCC1OCC=1C=CC2=C(N(C(CO2)=O)CCCOC)C1)C(=O)OCC1=CC=CC=C1 (benzyl 4-hydroxyphenyl-3-[4-(3-methoxypropyl)-3-oxo-3,4-dihydro-2H-benzo[1,4]oxazin-6-ylmethoxy]piperidinecarboxylate), C1(=CC=C(C=C1)S(=O)(=O)OCCOS(=O)(=O)C1=CC=C(C=C1)C)C (ethylene di(p-toluenesulphonate)). Yields the product COCCCN1C(COC2=C1C=C(C=C2)COC2CN(CCC2C2=CC=C(C=C2)OCCOS(=O)(=O)C2=CC=C(C=C2)C)C(=O)OCC2=CC=CC=C2)=O (Benzyl 3-[4-(3-methoxypropyl)-3-oxo-3,4-dihydro-2H-benzo[1,4]oxazin-6-ylmethoxy]-4-{4-[2-(toluene-4-sulphonyloxy)ethoxy]phenyl}piperidinecarboxylate). As a reaction SMILES: OC1C=CC([CH:8]2[CH:13]([O:14][CH2:15][C:16]3[CH:17]=[CH:18][C:19]4[O:24][CH2:23][C:22](=[O:25])[N:21]([CH2:26][CH2:27][CH2:28][O:29][CH3:30])[C:20]=4[CH:31]=3)[CH2:12][CH2:11][CH2:10][N:9]2[C:32]([O:34][CH2:35][C:36]2[CH:41]=[CH:40][CH:39]=[CH:38][CH:37]=2)=[O:33])=CC=1.C1(C)C=CC(S([O:51][CH2:52][CH2:53][O:54][S:55]([C:58]2[CH:63]=[CH:62][C:61]([CH3:64])=[CH:60][CH:59]=2)(=[O:57])=[O:56])(=O)=O)=CC=1>>[CH3:30][O:29][CH2:28][CH2:27][CH2:26][N:21]1[C:20]2[CH:31]=[C:16]([CH2:15][O:14][CH:13]3[CH:12]([C:16]4[CH:17]=[CH:18][C:19]([O:51][CH2:52][CH2:53][O:54][S:55]([C:58]5[CH:59]=[CH:60][C:61]([CH3:64])=[CH:62][CH:63]=5)(=[O:56])=[O:57])=[CH:20][CH:31]=4)[CH2:11][CH2:10][N:9]([C:32]([O:34][CH2:35][C:36]4[CH:41]=[CH:40][CH:39]=[CH:38][CH:37]=4)=[O:33])[CH2:8]3)[CH:17]=[CH:18][C:19]=2[O:24][CH2:23][C:22]1=[O:25]. Procedure: Analogously to Method I, 0.417 g of benzyl 4-hydroxyphenyl-3-[4-(3-methoxypropyl)-3-oxo-3,4-dihydro-2H-benzo[1,4]oxazin-6-ylmethoxy]piperidinecarboxylate and 0.984 g of ethylene di(p-toluenesulphonate) are reacted. The title compound is obtained as a colourless oil. Rf=0.31 (2:1 EtOAc-heptane); Rt=5.35. Reactants: CC(Oc1ccc(C(F)(F)F)cn1)C1CN(Cc2ccccc2)CC1c1ccc(C#N)cc1, Cc1ccccc1, CCN(C(C)C)C(C)C, CC(Cl)OC(=O)Cl. The product is CC(Oc1ccc(C(F)(F)F)cn1)C1CNCC1c1ccc(C#N)cc1. RXN SMILES: [CH2:1]([c:2]1[cH:3][cH:4][cH:5][cH:6][cH:7]1)[N:8]1[CH2:9][CH:10]([c:26]2[cH:27][cH:28][c:29]([C:30]#[N:31])[cH:32][cH:33]2)[CH:11]([CH:13]([CH3:14])[O:15][c:16]2[n:17][cH:18][c:19]([C:22]([F:23])([F:24])[F:25])[cH:20][cH:21]2)[CH2:12]1.[CH3:50][c:51]1[cH:52][cH:53][cH:54][cH:55][cH:56]1.[CH:41]([N:42]([CH2:43][CH3:44])[CH:45]([CH3:46])[CH3:47])([CH3:48])[CH3:49].[Cl:34][C:35]([O:36][CH:37]([Cl:38])[CH3:39])=[O:40]>>[NH:8]1[CH2:9][CH:10]([c:26]2[cH:27][cH:28][c:29]([C:30]#[N:31])[cH:32][cH:33]2)[CH:11]([CH:13]([CH3:14])[O:15][c:16]2[n:17][cH:18][c:19]([C:22]([F:23])([F:24])[F:25])[cH:20][cH:21]2)[CH2:12]1. Starting materials: COC(=O)C=1N=CC2=CC(=CC=C2C1O)OC1=CC=CC=C1 (4-hydroxy-7-phenoxy-isoquinoline-3-carboxylic acid methyl ester), O[C@H](C(=O)O)CN (2-(S)-hydroxy-3-amino-propionic acid), CO (MeOH). Solvent: C[O-].[Na+] (NaOMe). The product is O[C@H](C(=O)O)CNC(=O)C=1N=CC2=CC(=CC=C2C1O)OC1=CC=CC=C1 (2-(S)-Hydroxy-3-[(4-hydroxy-7-phenoxy-isoquinoline-3-carbonyl)-amino]propionic acid). Yield: 93.5%. Reaction SMILES: CO[C:3]([C:5]1[N:6]=[CH:7][C:8]2[C:13]([C:14]=1[OH:15])=[CH:12][CH:11]=[C:10]([O:16][C:17]1[CH:22]=[CH:21][CH:20]=[CH:19][CH:18]=1)[CH:9]=2)=[O:4].[OH:23][C@@H:24]([CH2:28][NH2:29])[C:25]([OH:27])=[O:26].CO>C[O-].[Na+]>[OH:23][C@@H:24]([CH2:28][NH:29][C:3]([C:5]1[N:6]=[CH:7][C:8]2[C:13]([C:14]=1[OH:15])=[CH:12][CH:11]=[C:10]([O:16][C:17]1[CH:18]=[CH:19][CH:20]=[CH:21][CH:22]=1)[CH:9]=2)=[O:4])[C:25]([OH:27])=[O:26] |f:3.4|. Procedure: A mixture of 4-hydroxy-7-phenoxy-isoquinoline-3-carboxylic acid methyl ester (90 mg, 0.31 mmol) and 2-(S)-hydroxy-3-amino-propionic acid (Sigma-Aldrich) (96 mg, 0.92 mmol) in 0.5 N NaOMe in MeOH solution (1.22 mL, 0.61 mmol) was microwaved at 120° C. for 1 h and concentrated. Residue was dissolved in water (70 mL) and acidified by 1 N HCl solution to pH=3-4. It was extracted with EtOAc, Organic layer was washed with brine, dried over MgSO4, filtered and concentrated to give the title compound (1...